describe an organic reaction: reactants, conditions, products, and yield From a dataset of the Open Reaction Database (ORD), a public repository of structured organic reaction records. Starting materials: COC1=C(C=CC(=C1)OC)C1=CC=C2C=NC(=NN21)S(=O)C (7-(2,4-Dimethoxy-phenyl)-2-methanesulfinyl-pyrrolo[2,1-f][1,2,4]triazine), Cl (HCl), [OH-].[Na+] (NaOH). Reaction conditions: temperature 80 celsius. Yields the product COC1=C(C=CC(=C1)OC)C1=CC=C2C=NC(=NN21)O (7-(2,4-dimethoxy-phenyl)-pyrrolo[2,1-f][1,2,4]triazin-2-ol). As a reaction SMILES: [CH3:1][O:2][C:3]1[CH:8]=[C:7]([O:9][CH3:10])[CH:6]=[CH:5][C:4]=1[C:11]1[N:19]2[C:14]([CH:15]=[N:16][C:17](S(C)=O)=[N:18]2)=[CH:13][CH:12]=1.Cl.[OH-:24].[Na+]>>[CH3:1][O:2][C:3]1[CH:8]=[C:7]([O:9][CH3:10])[CH:6]=[CH:5][C:4]=1[C:11]1[N:19]2[C:14]([CH:15]=[N:16][C:17]([OH:24])=[N:18]2)=[CH:13][CH:12]=1 |f:2.3|. Reported procedure: 7-(2,4-Dimethoxy-phenyl)-2-methanesulfinyl-pyrrolo[2,1-f][1,2,4]triazine (605 mg) was suspended in 5M NaOH (20 ml) and heated to 80° C. for 3 hours. Cooled to room temperature and acidified with concentrated HCl. Extracted with dichloromethane. Dried over magnesium sulfate. Concentrated to afford 7-(2,4-dimethoxy-phenyl)-pyrrolo[2,1-f][1,2,4]triazin-2-ol as a brown solid (245 mg) that was used without further purification. Reactants: COC(=O)C1=CC2=CC(=CC=C2C=C1)C(CC)(CC)C1=CC(=C(C=C1)OCC(C(C)(C)C)=O)C (7-{1-[4-(3,3-dimethyl-2-oxobutoxy)-3-methylphenyl]-1-ethylpropyl}naphthalene-2-carboxylic acid methyl ester), [OH-].[Na+] (NaOH). Solvent: C1CCOC1 (THF), CO (MeOH). Conditions: temperature 55 celsius. The product is CC(C(COC1=C(C=C(C=C1)C(CC)(CC)C1=CC=C2C=CC(=CC2=C1)C(=O)O)C)=O)(C)C (7-{1-[4-(3,3-Dimethyl-2-oxobutoxy)-3-methylphenyl]-1-ethylpropyl}naphthalene-2-carboxylic acid). Yield: 89.6%. Reaction SMILES: C[O:2][C:3]([C:5]1[CH:14]=[CH:13][C:12]2[C:7](=[CH:8][C:9]([C:15]([C:20]3[CH:25]=[CH:24][C:23]([O:26][CH2:27][C:28](=[O:33])[C:29]([CH3:32])([CH3:31])[CH3:30])=[C:22]([CH3:34])[CH:21]=3)([CH2:18][CH3:19])[CH2:16][CH3:17])=[CH:10][CH:11]=2)[CH:6]=1)=[O:4].[OH-].[Na+]>C1COCC1.CO>[CH3:32][C:29]([CH3:30])([CH3:31])[C:28](=[O:33])[CH2:27][O:26][C:23]1[CH:24]=[CH:25][C:20]([C:15]([C:9]2[CH:8]=[C:7]3[C:12]([CH:13]=[CH:14][C:5]([C:3]([OH:4])=[O:2])=[CH:6]3)=[CH:11][CH:10]=2)([CH2:18][CH3:19])[CH2:16][CH3:17])=[CH:21][C:22]=1[CH3:34] |f:1.2|. Reported procedure: Treat 7-{1-[4-(3,3-dimethyl-2-oxobutoxy)-3-methylphenyl]-1-ethylpropyl}naphthalene-2-carboxylic acid methyl ester (1.1 g, 2.4 mmol) in THF (15 mL) and MeOH (30 mL) with 2N NaOH (6.0 mL, 12.0 mmol) and heat to 55° C. for 16 h. Then concentrate the reaction mixture and dilute the residue with CH2CL2 and water (50 mL each). Acidify the mixture to pH 1 using 1N HCl. Discard the aqueous layer and wash the organic layer with brine. Dry the organic layer over Na2SO4, filter and concentrate the filtrate... The reactants are [OH-].[Na+] (sodium hydroxide), ClC(Cl)(Cl)S (Perchloromethylmercaptan), FC(CO)([N+](=O)[O-])[N+](=O)[O-] (2-fluoro-2,2-dinitroethanol). The reagents and catalysts are [Cl-].C(CCC)[N+](CCCC)(CCCC)CCCC (tetrabutyl ammonium chloride). Solvent: O (water), C(Cl)Cl (methylene chloride), O (water). The product is C(F)([N+](=O)[O-])([N+](=O)[O-])COSC(Cl)(Cl)Cl (CF(NO2)2CH2OSCCl3). Yield: 90.1%. RXN SMILES: [Cl:1][C:2]([SH:5])([Cl:4])[Cl:3].[F:6][C:7]([N+:13]([O-:15])=[O:14])([N+:10]([O-:12])=[O:11])[CH2:8][OH:9].[OH-].[Na+]>C(Cl)Cl.[Cl-].C([N+](CCCC)(CCCC)CCCC)CCC.O>[C:7]([CH2:8][O:9][S:5][C:2]([Cl:4])([Cl:3])[Cl:1])([N+:13]([O-:15])=[O:14])([N+:10]([O-:12])=[O:11])[F:6] |f:2.3,5.6|. Reported procedure: Perchloromethylmercaptan (5.6 g, 0.03 mol) and 2-fluoro-2,2-dinitroethanol (5.0 g, 0.033 mol) in 30 ml of methylene chloride was combined with 0.3 g of tetrabutyl ammonium chloride in 20 ml of water and the vigorously stirred mixture was cooled in an ice-salt bath. A solution obtained by diluting 2.6 g of 50 percent aqueous sodium hydroxide with 3 ml of water was added dropwise keeping the temperature at 0° C. Separation of the methylene chloride layer and removal of the solvent gave 8.2 g of an... Procedure details: 5 g (28.2 mmol) of 6-methoxyisatin, 4 ml (33.8 mmol) of acetophenone and 5.2 g (92.6 mmol) of potassium hydroxide were dissolved in 22.9 ml of abs. EtOH and the slurry heated at 80° C. for 42 hours. After cooling of the reaction mixture, 50 ml of water were added and the solution extracted with 50 ml of Et2O. The ice-cooled aqueous phase was acidified to pH 1 with 37% HCl and the precipitate collected by filtration and washed with water. The reactants are COC1=CC=C2C(C(NC2=C1)=O)=O (6-methoxyisatin), C(C)(=O)C1=CC=CC=C1 (acetophenone), [OH-].[K+] (potassium hydroxide), CCO (EtOH). Yields the product COC1=CC=C2C(=CC(=NC2=C1)C1=CC=CC=C1)C(=O)O (7-methoxy-2-phenylquinoline-4-carboxylic acid). Reaction SMILES: [CH3:1][O:2][C:3]1[CH:11]=[C:10]2[C:6]([C:7](=O)[C:8](=[O:12])[NH:9]2)=[CH:5][CH:4]=1.[C:14]([C:17]1[CH:22]=[CH:21][CH:20]=[CH:19][CH:18]=1)(=O)[CH3:15].[OH-].[K+].CC[OH:27]>O>[CH3:1][O:2][C:3]1[CH:11]=[C:10]2[C:6]([C:7]([C:8]([OH:12])=[O:27])=[CH:15][C:14]([C:17]3[CH:22]=[CH:21][CH:20]=[CH:19][CH:18]=3)=[N:9]2)=[CH:5][CH:4]=1 |f:2.3|. Run in O (water). The reactants are FC1=C(C=C(C=C1)F)O (2,5-difluorophenol), C(CC)(=O)Cl (propionic acid chloride). Run in N1=CC=CC=C1 (pyridine), C1(=CC=CC=C1)C (toluene), C(C)(=O)OCC (ethyl acetate). Product: FC1=C(C=C(C=C1)F)OC(CC)=O (Propionic acid (2,5-difluorophenyl) ester). RXN SMILES: [F:1][C:2]1[CH:7]=[CH:6][C:5]([F:8])=[CH:4][C:3]=1[OH:9].[C:10](Cl)(=[O:13])[CH2:11][CH3:12]>N1C=CC=CC=1.C1(C)C=CC=CC=1.C(OCC)(=O)C>[F:1][C:2]1[CH:7]=[CH:6][C:5]([F:8])=[CH:4][C:3]=1[O:9][C:10](=[O:13])[CH2:11][CH3:12]. Procedure: At 0° C.-5° C., a solution of 100 g of 2,5-difluorophenol in 66.5 g of pyridine is added dropwise in the course of 2 hours to a solution of 71.2 g of propionic acid chloride in 800 ml of toluene and stirring is then carried out at room temperature for a further hour. The reaction mixture is then diluted with ethyl acetate, washed twice with water and once with saturated sodium chloride solution and the organic phase is separated off, dried with sodium sulfate and concentrated by evaporation in v... The reactants are FC(C=1C=C2CCNCC2=CC1)(F)F (6-trifluoromethyl-1,2,3,4-tetrahydro-isoquinoline), CS(=O)(=O)C=1C=CC(=C(C(=O)O)C1)N1CCOCC1 (5-methanesulfonyl-2-morpholin-4-yl-benzoic acid). Product: CS(=O)(=O)C=1C=CC(=C(C1)C(=O)N1CC2=CC=C(C=C2CC1)C(F)(F)F)N1CCOCC1 ((5-Methanesulfonyl-2-morpholin-4-yl-phenyl)-(6-trifluoromethyl-3,4-dihydro-1H-isoquinolin-2-yl)-methanone). Reaction SMILES: [F:1][C:2]([F:14])([F:13])[C:3]1[CH:4]=[C:5]2[C:10](=[CH:11][CH:12]=1)[CH2:9][NH:8][CH2:7][CH2:6]2.[CH3:15][S:16]([C:19]1[CH:20]=[CH:21][C:22]([N:28]2[CH2:33][CH2:32][O:31][CH2:30][CH2:29]2)=[C:23]([CH:27]=1)[C:24](O)=[O:25])(=[O:18])=[O:17]>>[CH3:15][S:16]([C:19]1[CH:20]=[CH:21][C:22]([N:28]2[CH2:33][CH2:32][O:31][CH2:30][CH2:29]2)=[C:23]([C:24]([N:8]2[CH2:7][CH2:6][C:5]3[C:10](=[CH:11][CH:12]=[C:3]([C:2]([F:1])([F:13])[F:14])[CH:4]=3)[CH2:9]2)=[O:25])[CH:27]=1)(=[O:17])=[O:18]. Procedure details: Prepared in analogy to example 1.1 from 6-trifluoromethyl-1,2,3,4-tetrahydro-isoquinoline and 5-methanesulfonyl-2-morpholin-4-yl-benzoic acid (Example 2.4).